This data is from the Open Reaction Database (ORD), a public repository of structured organic reaction records. The task is: describe an organic reaction: reactants, conditions, products, and yield RXN SMILES: [CH2:20]1[CH2:21][NH:22][CH2:23][CH2:24][NH:25]1.[CH3:26][S:27](=[O:28])[CH3:29].[Cl:1][c:2]1[cH:3][c:4]([Cl:19])[c:5]2[c:6](=[O:18])[c:7]([C:15](=[O:16])[OH:17])[cH:8][n:9]3[c:14]2[c:13]1[CH2:12][CH2:11][CH2:10]3>>[ClH:1].[c:2]1([N:22]2[CH2:21][CH2:20][NH:25][CH2:24][CH2:23]2)[cH:3][c:4]([Cl:19])[c:5]2[c:6](=[O:18])[c:7]([C:15](=[O:16])[OH:17])[cH:8][n:9]3[c:14]2[c:13]1[CH2:12][CH2:11][CH2:10]3. Starting materials: C1CNCCN1, CS(C)=O, O=C(O)c1cn2c3c(c(Cl)cc(Cl)c3c1=O)CCC2. Product: Cl, O=C(O)c1cn2c3c(c(N4CCNCC4)cc(Cl)c3c1=O)CCC2. The reactants are COC(=O)C1=NC=C(N=C1)C(Br)Br (5-dibromomethyl-pyrazine-2-carboxylic acid methyl ester), C(C)O (ethanol), COC(=O)C1=NC=C(N=C1)C=O (5-Formyl-pyrazine-2-carboxylic acid methyl ester). The reagents and catalysts are [N+](=O)([O-])[O-].[Ag+] (silver nitrate). Run in C1CCOC1 (THF), O (H2O). Reaction conditions: temperature 80 celsius. The product is C(C)(C)N1CCN(CC1)C(=O)C1=NC=C(N=C1)CN1CCCCC1 ((4-Isopropyl-piperazin-1-yl)-(5-piperidin-1-ylmethyl-pyrazin-2-yl)-methanone). As a reaction SMILES: CO[C:3]([C:5]1[CH:10]=[N:9][C:8]([CH:11]=[O:12])=[CH:7][N:6]=1)=O.COC([C:17]1[CH:22]=[N:21][C:20](C(Br)Br)=[CH:19][N:18]=1)=O.[CH2:26](O)[CH3:27]>C1COCC1.O.[N+]([O-])([O-])=O.[Ag+]>[CH:5]([N:18]1[CH2:17][CH2:22][N:21]([C:11]([C:8]2[CH:7]=[N:6][C:5]([CH2:3][N:6]3[CH2:27][CH2:26][CH2:11][CH2:8][CH2:7]3)=[CH:10][N:9]=2)=[O:12])[CH2:20][CH2:19]1)([CH3:10])[CH3:3] |f:5.6|. Procedure: 5-Formyl-pyrazine-2-carboxylic acid methyl ester. A solution of 5-dibromomethyl-pyrazine-2-carboxylic acid methyl ester (1.00 g, 3.23 mmol) in a mixture of ethanol (20 mL) and THF (10 mL) was heated to 80° C. A solution of silver nitrate (2.20 g, 12.9 mmol) in H2O (4 mL) was added. The reaction mixture was heated at 80° C. for 1.25 h and was filtered while hot. The filtrate was concentrated to yield the title compound (1.36 g). This material was carried to the next step without purification. Reactants: BrCCCBr, CCOC(=O)Cc1cccnc1. Product: CCOC(=O)C1(c2cccnc2)CCC1. RXN SMILES: [Br:13][CH2:14][CH2:15][CH2:16][Br:17].[n:1]1[cH:2][c:3]([CH2:7][C:8](=[O:9])[O:10][CH2:11][CH3:12])[cH:4][cH:5][cH:6]1>>[n:1]1[cH:2][c:3]([C:7]2([C:8](=[O:9])[O:10][CH2:11][CH3:12])[CH2:14][CH2:15][CH2:16]2)[cH:4][cH:5][cH:6]1. Starting materials: Br, CC#CCC(CCC)C(=O)O, COCCn1c(C)c(C)sc1=N. Yields the product CC#CCC(CCC)C(=O)N=c1sc(C)c(C)n1CCOC. Reaction SMILES: [BrH:1].[CH2:14]([CH2:15][CH3:16])[CH:17]([C:18](=[O:19])[OH:20])[CH2:21][C:22]#[C:23][CH3:24].[CH3:2][O:3][CH2:4][CH2:5][n:6]1[c:7](=[NH:13])[s:8][c:9]([CH3:12])[c:10]1[CH3:11]>>[CH3:2][O:3][CH2:4][CH2:5][n:6]1[c:7](=[N:13][C:18]([CH:17]([CH2:14][CH2:15][CH3:16])[CH2:21][C:22]#[C:23][CH3:24])=[O:19])[s:8][c:9]([CH3:12])[c:10]1[CH3:11]. Conditions: temperature -10 celsius, time 1 hour. The product is COC=1C=CN=C(C1OC)C[S+](C=2NC=3C=CC(=CC3N2)OC(F)F)[O-] (pantoprazole). Starting materials: FC(OC1=CC2=C(NC(=N2)SCC2=NC=CC(=C2OC)OC)C=C1)F (5-(difluoromethoxy)-2-[[(3,4-dimethoxy-2-pyridinyl) methyl]thio]-1H-benzimidazole), S(=O)(=O)([O-])S(=O)[O-].[Na+].[Na+] (sodium metabisulfite), [OH-].[Na+] (NaOH), ClN1C(C=2C(C1=O)=CC=CC2)=O (N-chlorophthalimide). Run in C(C)#N (acetonitrile), CN(C=O)C (dimethylformamide), C(C)(=O)O (acetic acid). The yield is 98.3%. Procedure details: A flask equipped with a stirrer is charged with acetonitrile (40 ml). Under mixing, compound VI (5 g) is added followed by 2N NaOH (17.5 ml, 4.9 eq.). The flask is cooled to −10° C. A solution of N-chlorophthalimide (2.6 g, 1.1 eq.) in dimethylformamide (DMF) (10 ml) is added dropwise over 45 min. The two-phase mixture is stirred at room temperature over 1 h. Saturated aqueous Na2S2O5 (20 ml) is then added, and the pH is adjusted to 8.5 with acetic acid. The phases are separated. The organic pha... RXN SMILES: [F:1][CH:2]([F:25])[O:3][C:4]1[CH:24]=[CH:23][C:7]2[NH:8][C:9]([S:11][CH2:12][C:13]3[C:18]([O:19][CH3:20])=[C:17]([O:21][CH3:22])[CH:16]=[CH:15][N:14]=3)=[N:10][C:6]=2[CH:5]=1.[OH-].[Na+].ClN1C(=[O:34])C2=CC=CC=C2C1=O.S(S([O-])=O)([O-])(=O)=O.[Na+].[Na+]>CN(C)C=O.C(O)(=O)C.C(#N)C>[CH3:22][O:21][C:17]1[CH:16]=[CH:15][N:14]=[C:13]([CH2:12][S+:11]([O-:34])[C:9]2[NH:8][C:7]3[CH:23]=[CH:24][C:4]([O:3][CH:2]([F:1])[F:25])=[CH:5][C:6]=3[N:10]=2)[C:18]=1[O:19][CH3:20] |f:1.2,4.5.6|. The reactants are C1CCOC1, [Li]CCCC, COc1cc(C(C)C(=O)[O-])ccc1Cl, CI, CC(C)NC(C)C. As a reaction SMILES: [CH2:29]1[O:30][CH2:31][CH2:32][CH2:33]1.[CH3:15][CH2:16][CH2:17][CH2:18][Li:19].[CH3:1][CH:2]([C:3](=[O:4])[O-:5])[c:6]1[cH:7][c:8]([O:13][CH3:14])[c:9]([Cl:12])[cH:10][cH:11]1.[CH3:27][I:28].[CH:20]([NH:21][CH:22]([CH3:23])[CH3:24])([CH3:25])[CH3:26]>>[CH3:1][CH:2]([C:3](=[O:4])[O:5][CH3:15])[c:6]1[cH:7][c:8]([O:13][CH3:14])[c:9]([Cl:12])[cH:10][cH:11]1. Yields the product COC(=O)C(C)c1ccc(Cl)c(OC)c1. The reactants are NC1=C(C=NN1C=1C=C(C(=O)O)C=CC1)C(=O)OCC (3-(5-amino-4-ethoxycarbonylpyrazol-1-yl)benzoic acid), [OH-].[Na+] (sodium hydroxide), Cl (hydrochloric acid). Run in O (water), O (water). Run at temperature 80 celsius, time 2 hour. Yields the product NC1=C(C=NN1C=1C=C(C(=O)O)C=CC1)C(=O)O (3-(5-amino-4-carboxypyrazol-1-yl)benzoic acid). The yield is 96.3%. RXN SMILES: [NH2:1][C:2]1[N:6]([C:7]2[CH:8]=[C:9]([CH:13]=[CH:14][CH:15]=2)[C:10]([OH:12])=[O:11])[N:5]=[CH:4][C:3]=1[C:16]([O:18]CC)=[O:17].[OH-].[Na+].Cl>O>[NH2:1][C:2]1[N:6]([C:7]2[CH:8]=[C:9]([CH:13]=[CH:14][CH:15]=2)[C:10]([OH:12])=[O:11])[N:5]=[CH:4][C:3]=1[C:16]([OH:18])=[O:17] |f:1.2|. Procedure: The mixture of 3-(5-amino-4-ethoxycarbonylpyrazol-1-yl)benzoic acid (5.9 g) and sodium hydroxide (2.1 g) in water (15 ml) was stirred for 2 hours at 80° C. To the reaction mixture was added water and the mixture was adjusted to pH 3.5 with 6N-hydrochloric acid. The isolated precipitate was collected by filtration washed with water and dried to give 3-(5-amino-4-carboxypyrazol-1-yl)benzoic acid (5.1 g). The reactants are BrBr (Bromine), O1C(=NC2=NC=CC=C21)N2CCN1CCC2CC1 (4-oxazolo[4,5-b]pyridin-2-yl-1,4-diaza-bicyclo[3.2.2]nonane), C(C)(=O)[O-].[Na+] (sodium acetate). Run in O (water), C(C)(=O)O (acetic acid). The product is BrC=1C=C2C(=NC1)N=C(O2)N2CCN1CCC2CC1 (4-(6-BROMO-OXAZOLO[4,5-b]PYRIDIN-2-YL)-1,4-DIAZA-BICYCLO[3.2.2]NONANE). Reaction SMILES: [Br:1]Br.[O:3]1[C:11]2[C:6](=[N:7][CH:8]=[CH:9][CH:10]=2)[N:5]=[C:4]1[N:12]1[CH:18]2[CH2:19][CH2:20][N:15]([CH2:16][CH2:17]2)[CH2:14][CH2:13]1.C([O-])(=O)C.[Na+]>O.C(O)(=O)C>[Br:1][C:9]1[CH:10]=[C:11]2[O:3][C:4]([N:12]3[CH:18]4[CH2:17][CH2:16][N:15]([CH2:20][CH2:19]4)[CH2:14][CH2:13]3)=[N:5][C:6]2=[N:7][CH:8]=1 |f:2.3|. Procedure details: Bromine (0.12 mL, 2.29 mmol) was added to a solution of 4-oxazolo[4,5-b]pyridin-2-yl-1,4-diaza-bicyclo[3.2.2]nonane (560 mg, 2.29 mmol, prepared in Example 27) and sodium acetate (2.26 g, 27.5 mmol) in water (12 mL) and acetic acid (12 mL). The resulting mixture was heated to reflux for 2 h. The mixture was cooled and extracted with ethyl acetate (3×). The combined organic layers were washed with water (2×) and brine (1×) and dried over sodium sulfate, filtered and concentrated. The crude residu...